describe an organic reaction: reactants, conditions, products, and yield From a dataset of the Open Reaction Database (ORD), a public repository of structured organic reaction records. Starting materials: S(=O)(Cl)Cl (thionyl chloride), CC1=C(C=CC=C1)NC(NC1=C(C=C(CO)C=C1)OC)=O (4-(3-(2-methylphenyl)ureido)-3-methoxybenzyl alcohol), CCCCCCC (n-heptane). Run in ClCCl (dichloromethane). Reaction conditions: time 3 hour. Product: CC1=C(C=CC=C1)NC(NC1=C(C=C(CCl)C=C1)OC)=O (4-(3-(2-Methylphenyl)ureido)-3-methoxybenzyl chloride). Isolated yield 75.1%. As a reaction SMILES: S(Cl)([Cl:3])=O.[CH3:5][C:6]1[CH:11]=[CH:10][CH:9]=[CH:8][C:7]=1[NH:12][C:13](=[O:25])[NH:14][C:15]1[CH:22]=[CH:21][C:18]([CH2:19]O)=[CH:17][C:16]=1[O:23][CH3:24].CCCCCCC>ClCCl>[CH3:5][C:6]1[CH:11]=[CH:10][CH:9]=[CH:8][C:7]=1[NH:12][C:13](=[O:25])[NH:14][C:15]1[CH:22]=[CH:21][C:18]([CH2:19][Cl:3])=[CH:17][C:16]=1[O:23][CH3:24]. Procedure details: 7.65 ml (104.8 mmol) of thionyl chloride were added dropwise with ice cooling to a suspension of 15 g (52.4 mmol) of 4-(3-(2-methylphenyl)ureido)-3-methoxybenzyl alcohol in 300 ml of dichloromethane. The reaction mixture was subsequently stirred at room temperature for 3 hours, allowed to stand overnight and then poured onto 1000 ml of n-heptane. The heptane was decanted off from the deposited oil, the residue was again suspended with n-heptane and the heptane was decanted off. This process was ... The reactants are FCCOC1=CC=C(C=C1)C=1C=C(C=NC1)C(CC(=O)OC)NC(=O)[C@H]1CN(CCC1)C(CCC1CCN(CC1)C(=O)OC(C)(C)C)=O (tert-butyl 4-(3-{(3R)-3-[(1-{5-[4-(2-fluoroethoxy)phenyl]pyridin-3-yl}-3-methoxy-3-oxopropyl)carbamoyl]piperidin-1-yl}-3-oxopropyl)piperidine-1-carboxylate), O.O.O.O.O.O.O.O.[OH-].[Ba+2].[OH-] (barium hydroxide octahydrate). The solvent is CO (methanol). Run at time 20 hour. Yields the product C(C)(C)(C)OC(=O)N1CCC(CC1)CCC(=O)N1C[C@@H](CCC1)C(=O)NC(CC(=O)O)C=1C=NC=C(C1)C1=CC=C(C=C1)OCCF (3-({[(3R)-1-{3-[1-(tert-butoxycarbonyl)piperidin-4-yl]propanoyl}piperidin-3-yl]carbonyl}amino)-3-{5-[4-(2-fluoroethoxy)phenyl]pyridin-3-yl}propanoic acid). RXN SMILES: [F:1][CH2:2][CH2:3][O:4][C:5]1[CH:10]=[CH:9][C:8]([C:11]2[CH:12]=[C:13]([CH:17]([NH:23][C:24]([C@@H:26]3[CH2:31][CH2:30][CH2:29][N:28]([C:32](=[O:48])[CH2:33][CH2:34][CH:35]4[CH2:40][CH2:39][N:38]([C:41]([O:43][C:44]([CH3:47])([CH3:46])[CH3:45])=[O:42])[CH2:37][CH2:36]4)[CH2:27]3)=[O:25])[CH2:18][C:19]([O:21]C)=[O:20])[CH:14]=[N:15][CH:16]=2)=[CH:7][CH:6]=1.O.O.O.O.O.O.O.O.[OH-].[Ba+2].[OH-]>CO>[C:44]([O:43][C:41]([N:38]1[CH2:39][CH2:40][CH:35]([CH2:34][CH2:33][C:32]([N:28]2[CH2:29][CH2:30][CH2:31][C@@H:26]([C:24]([NH:23][CH:17]([C:13]3[CH:14]=[N:15][CH:16]=[C:11]([C:8]4[CH:9]=[CH:10][C:5]([O:4][CH2:3][CH2:2][F:1])=[CH:6][CH:7]=4)[CH:12]=3)[CH2:18][C:19]([OH:21])=[O:20])=[O:25])[CH2:27]2)=[O:48])[CH2:36][CH2:37]1)=[O:42])([CH3:47])([CH3:46])[CH3:45] |f:1.2.3.4.5.6.7.8.9.10.11|. Procedure details: 76 mg (0.11 mmol) tert-butyl 4-(3-{(3R)-3-[(1-{5-[4-(2-fluoroethoxy)phenyl]pyridin-3-yl}-3-methoxy-3-oxopropyl)carbamoyl]piperidin-1-yl}-3-oxopropyl)piperidine-1-carboxylate were dissolved in 14 ml methanol. 358.5 mg (1.14 mmol) barium hydroxide octahydrate were added. The mixture was stirred at room temperature for 20 hours and then concentrated to give 3-({[(3R)-1-{3-[1-(tert-butoxycarbonyl)piperidin-4-yl]propanoyl}piperidin-3-yl]carbonyl}amino)-3-{5-[4-(2-fluoroethoxy)phenyl]pyridin-3-yl}prop... The reactants are C1CCNC1, COc1ccc(S(=O)(=O)Cl)cc1C(=O)O, O. Product: COc1ccc(S(=O)(=O)N2CCCC2)cc1C(=O)O. As a reaction SMILES: [CH2:16]1[CH2:17][CH2:18][NH:19][CH2:20]1.[Cl:1][S:2](=[O:3])(=[O:4])[c:5]1[cH:6][cH:7][c:8]([O:14][CH3:15])[c:9]([C:10](=[O:11])[OH:12])[cH:13]1.[OH2:21]>>[S:2](=[O:3])(=[O:4])([c:5]1[cH:6][cH:7][c:8]([O:14][CH3:15])[c:9]([C:10](=[O:11])[OH:12])[cH:13]1)[N:19]1[CH2:18][CH2:17][CH2:16][CH2:20]1. Reported procedure: In an analogous manner to that described in Example 3(c), by alkylating tert-butyl (3RS,4RS)-4-(4-fluorophenyl)-3-hydroxy-piperidine-1-carboxylate with 2-bromomethyl-3-(2-trimethylsilylethoxy-methoxy)-naphthalene there was obtained tert-butyl (3RS,4RS)-4-(4-fluorophenyl)-3-[3-(2-trimethylsilyl-ethoxy-methoxy)-naphthalen-2-ylmethoxy]-piperidine-1-carboxylate as a light yellow oil; MS: 523 [M-(C2H4 +CH2O)]+. RXN SMILES: [F:1][C:2]1[CH:7]=[CH:6][C:5]([CH:8]2[CH2:13][CH2:12][N:11]([C:14]([O:16][C:17]([CH3:20])([CH3:19])[CH3:18])=[O:15])[CH2:10][CH:9]2[OH:21])=[CH:4][CH:3]=1.Br[CH2:23][C:24]1[C:33]([O:34][CH2:35][O:36][CH2:37][CH2:38][Si:39]([CH3:42])([CH3:41])[CH3:40])=[CH:32][C:31]2[C:26](=[CH:27][CH:28]=[CH:29][CH:30]=2)[CH:25]=1>>[F:1][C:2]1[CH:3]=[CH:4][C:5]([CH:8]2[CH2:13][CH2:12][N:11]([C:14]([O:16][C:17]([CH3:18])([CH3:20])[CH3:19])=[O:15])[CH2:10][CH:9]2[O:21][CH2:23][C:24]2[C:33]([O:34][CH2:35][O:36][CH2:37][CH2:38][Si:39]([CH3:40])([CH3:42])[CH3:41])=[CH:32][C:31]3[C:26](=[CH:27][CH:28]=[CH:29][CH:30]=3)[CH:25]=2)=[CH:6][CH:7]=1. Yields the product FC1=CC=C(C=C1)C1C(CN(CC1)C(=O)OC(C)(C)C)OCC1=CC2=CC=CC=C2C=C1OCOCC[Si](C)(C)C (tert-butyl (3RS,4RS)-4-(4-fluorophenyl)-3-[3-(2-trimethylsilyl-ethoxy-methoxy)-naphthalen-2-ylmethoxy]-piperidine-1-carboxylate). The reactants are FC1=CC=C(C=C1)C1C(CN(CC1)C(=O)OC(C)(C)C)O (tert-butyl (3RS,4RS)-4-(4-fluorophenyl)-3-hydroxy-piperidine-1-carboxylate), BrCC1=CC2=CC=CC=C2C=C1OCOCC[Si](C)(C)C (2-bromomethyl-3-(2-trimethylsilylethoxy-methoxy)-naphthalene). Starting materials: COC([C@@H](CNC(C1=CC=C(C=C1)C(CC(C)C)OC1=CC=C(C=C1)C1=CC=C(C=C1)C(C)(C)C)=O)O)=O (3-{4-[1-(4′-tert-butyl-biphenyl-4-yloxy)-3-methyl-butyl]-benzoylamino}-2(R)-hydroxy-propionic acid methyl ester), [OH-].[Na+] (sodium hydroxide). Run in CO (methanol). Reaction conditions: time 5 hour. Yields the product C(C)(C)(C)C1=CC=C(C=C1)C1=CC=C(C=C1)OC(CC(C)C)C1=CC=C(C(=O)NC[C@H](C(=O)O)O)C=C1 (3-{4-[1-(4′-tert-Butyl-biphenyl-4-yloxy)-3-methyl-butyl]-benzoylamino}-2(R)-hydroxy-propionic acid). Yield: 104.2%. Reaction SMILES: C[O:2][C:3](=[O:38])[C@H:4]([OH:37])[CH2:5][NH:6][C:7](=[O:36])[C:8]1[CH:13]=[CH:12][C:11]([CH:14]([O:19][C:20]2[CH:25]=[CH:24][C:23]([C:26]3[CH:31]=[CH:30][C:29]([C:32]([CH3:35])([CH3:34])[CH3:33])=[CH:28][CH:27]=3)=[CH:22][CH:21]=2)[CH2:15][CH:16]([CH3:18])[CH3:17])=[CH:10][CH:9]=1.[OH-].[Na+]>CO>[C:32]([C:29]1[CH:28]=[CH:27][C:26]([C:23]2[CH:24]=[CH:25][C:20]([O:19][CH:14]([C:11]3[CH:10]=[CH:9][C:8]([C:7]([NH:6][CH2:5][C@@H:4]([OH:37])[C:3]([OH:38])=[O:2])=[O:36])=[CH:13][CH:12]=3)[CH2:15][CH:16]([CH3:18])[CH3:17])=[CH:21][CH:22]=2)=[CH:31][CH:30]=1)([CH3:34])([CH3:35])[CH3:33] |f:1.2|. Procedure: To a mixture of 3-{4-[1-(4′-tert-butyl-biphenyl-4-yloxy)-3-methyl-butyl]-benzoylamino}-2(R)-hydroxy-propionic acid methyl ester (60 mg, 0.12 mmol) in methanol (2 mL) is added sodium hydroxide (5 N aqueous, 0.5 mL) and stirred for 5 h. The reaction mixture is concentrated and acidified by 5 N HCl (0.5 mL), extracted with ethyl acetate. Combined organic layers are washed with water and brine, dried over sodium sulfate. Concentration gives the title compound (63 mg). MS (ES): 504.3 [M+H]+. The reactants are C(C)(=O)NC1=CC=C(C=C1)S(=O)(=O)Cl (4-acetamido-benzenesulphonyl chloride), N1=CC=CC=C1 (pyridine). Reagents/catalysts: CN(C)C=1C=CN=CC1 (DMAP). The solvent is C(Cl)Cl (CH2Cl2). Conditions: temperature 25 celsius, time 2 hour. Yields the product C(C)(=O)NC1=CC=C(C=C1)S(=O)(=O)NC (4-acetamido-N-methylbenzenesulphonamide). Isolated yield 82.5%. As a reaction SMILES: [C:1]([NH:4][C:5]1[CH:10]=[CH:9][C:8]([S:11](Cl)(=[O:13])=[O:12])=[CH:7][CH:6]=1)(=[O:3])[CH3:2].[N:15]1C=CC=C[CH:16]=1>C(Cl)Cl.CN(C1C=CN=CC=1)C>[C:1]([NH:4][C:5]1[CH:10]=[CH:9][C:8]([S:11]([NH:15][CH3:16])(=[O:13])=[O:12])=[CH:7][CH:6]=1)(=[O:3])[CH3:2]. Reported procedure: To a cold (0° C.) suspension of 4-acetamido-benzenesulphonyl chloride (4.0 g, 17 mmol) in CH2Cl2 (40 mL) was added pyridine (1.7 mL, 20 mmol) and DMAP (209 mg, 1.7 mmol). (A clear solution resulted). Anhydrous methylamine was bubbled into the solution for 1 hour at 0° C., and then the solution was allowed to stir at 25° C. for 2 hours. The solution was extracted with 1M NaOH (3×15 mL) and the combined extracts were adjusted to pH 6 at 0° C. with 3M HCl. The product, which precipitated as fluffy ... Reactants: C(C1=CC=CC=C1)N1CCC(CC1)=O (1-benzyl-4-piperidinone), C1(CCCCC1)N (cyclohexylamine). Solvent: C1(=CC=CC=C1)C (toluene). Product: C(C1=CC=CC=C1)N1CCC(CC1)=NC1CCCCC1 (N-(1-benzyl-4-piperidylidene)cyclohexylamine). RXN SMILES: [CH2:1]([N:8]1[CH2:13][CH2:12][C:11](=O)[CH2:10][CH2:9]1)[C:2]1[CH:7]=[CH:6][CH:5]=[CH:4][CH:3]=1.[CH:15]1([NH2:21])[CH2:20][CH2:19][CH2:18][CH2:17][CH2:16]1>C1(C)C=CC=CC=1>[CH2:1]([N:8]1[CH2:13][CH2:12][C:11](=[N:21][CH:15]2[CH2:20][CH2:19][CH2:18][CH2:17][CH2:16]2)[CH2:10][CH2:9]1)[C:2]1[CH:7]=[CH:6][CH:5]=[CH:4][CH:3]=1. Reported procedure: A solution of 3.347 g (17.69 mmol) of 1-benzyl-4-piperidinone and 1.75 g (17.7 mmol) of cyclohexylamine in 150 ml of toluene was refluxed under dehydrating conditions for 2.5 hours in a Dean-Stark trap. After the reaction mixture was cooled to room temperature, the solvent was distilled off under reduced pressure to yield N-(1-benzyl-4-piperidylidene)cyclohexylamine. This product was used for the next reaction without purification. As a reaction SMILES: C[O:2][C:3](=[O:27])[C:4](=[O:26])[C:5]1[CH:10]=[CH:9][C:8]([O:11][CH2:12][CH2:13][O:14][C:15]2[CH:24]=[CH:23][C:22]3[C:17](=[CH:18][CH:19]=[CH:20][CH:21]=3)[CH:16]=2)=[CH:7][C:6]=1[F:25].[OH-].[Na+]>CO.O1CCCC1.O>[F:25][C:6]1[CH:7]=[C:8]([O:11][CH2:12][CH2:13][O:14][C:15]2[CH:24]=[CH:23][C:22]3[C:17](=[CH:18][CH:19]=[CH:20][CH:21]=3)[CH:16]=2)[CH:9]=[CH:10][C:5]=1[C:4](=[O:26])[C:3]([OH:27])=[O:2] |f:1.2|. The reactants are COC(C(C1=C(C=C(C=C1)OCCOC1=CC2=CC=CC=C2C=C1)F)=O)=O (2-fluoro-4-[2-(2-naphthalenyloxy)ethoxy]-alpha-oxobenzeneacetic acid methyl ester), [OH-].[Na+] (sodium hydroxide). Yields the product FC1=C(C=CC(=C1)OCCOC1=CC2=CC=CC=C2C=C1)C(C(=O)O)=O (2-fluoro-4-[2-(2-naphthalenyloxy)ethoxy]-alpha-oxobenzeneacetic acid). Procedure: A solution of 2-fluoro-4-[2-(2-naphthalenyloxy)ethoxy]-alpha-oxobenzeneacetic acid methyl ester (0.5 g) in warm methanol (10 mL) and tetrahydrofuran (10 mL) was treated with 1N sodium hydroxide (2 mL) and after 10 minutes the mixture was diluted with water and concentrated to remove the organic solvents. The residue was acidified with excess hydrochloric acid and extracted with dichloromethane containing a little tetrahydrofuran. The organic layer was washed with water, dried (Na2SO4), filtered ... Isolated yield 88.4%. The solvent is CO (methanol), O1CCCC1 (tetrahydrofuran), O (water). Reaction conditions: temperature 65 celsius. Solvent: CO (methanol), C(C)#N (acetonitrile). Starting materials: ClC1=C2C=CC=NC2=C(C(=C1)C(C)=O)N1C[C@H](CC1)F (1-{5-chloro-8-[(3S)-3-fluoropyrrolidin-l-yl]quinolin-7-yl}ethanone), C(C)(=O)[O-].[NH4+] (ammonium acetate), C(#N)[BH3-].[Na+] (sodium cyanoborohydride). Reported procedure: A mixture of 1-{5-chloro-8-[(3S)-3-fluoropyrrolidin-l-yl]quinolin-7-yl}ethanone (0.10 g, 0.34 mmol) and ammonium acetate (0.263 g, 3.42 mmol) in methanol (1.5 mL) and acetonitrile (1.5 mL) was heated at 65° C. in a sealed tube for 1 hour. After cooling to room temperature, sodium cyanoborohydride (0.064 g, 1.0 mmol). The reaction was heated at 65° C. overnight, cooled to room temperature and quenched with sat. NaHCO3 solution and extracted with Ethyl acetate. The combined organic layers were dri... As a reaction SMILES: [Cl:1][C:2]1[CH:11]=[C:10]([C:12](=O)[CH3:13])[C:9]([N:15]2[CH2:19][CH2:18][C@H:17]([F:20])[CH2:16]2)=[C:8]2[C:3]=1[CH:4]=[CH:5][CH:6]=[N:7]2.C([O-])(=O)C.[NH4+].C([BH3-])#[N:27].[Na+]>CO.C(#N)C>[Cl:1][C:2]1[CH:11]=[C:10]([CH:12]([NH2:27])[CH3:13])[C:9]([N:15]2[CH2:19][CH2:18][C@H:17]([F:20])[CH2:16]2)=[C:8]2[C:3]=1[CH:4]=[CH:5][CH:6]=[N:7]2 |f:1.2,3.4|. Product: ClC1=C2C=CC=NC2=C(C(=C1)C(C)N)N1C[C@H](CC1)F (1-{5-Chloro-8-[(3S)-3-fluoropyrrolidin-1-yl]quinolin-7-yl}ethanamine).